The task is: describe an organic reaction: reactants, conditions, products, and yield. This data is from the Open Reaction Database (ORD), a public repository of structured organic reaction records. Starting materials: C(C)O.Cl (hydrochloric acid ethanol), S1C2=C(C=C1)C(=CC=C2)N2CCN(CC2)CCCOC2=CC=C1C=CN(C(C1=C2)=O)C (7-[3-(4-benzo[b]thiophen-4-yl-piperazin-1-yl)propoxy]-2-methyl-2H-isoquinolin-1-one), S1C2=C(C=C1)C(=CC=C2)N2CCN(CC2)CCCOC2=CC=C1C=CNC(C1=C2)=O (7-[3-(4-benzo[b]thiophen-4-yl-piperazin-1-yl)propoxy]-2H-isoquinolin-1-one), CI (methyl iodide). Run in C(C)(=O)OCC (ethyl acetate). The product is Cl.S1C2=C(C=C1)C(=CC=C2)N2CCN(CC2)CCCOC2=CC=C1C=CN(C(C1=C2)=O)C (7-[3-(4-benzo[b]thiophen-4-yl-piperazin-1-yl)propoxy]-2-methyl-2H-isoquinolin-1-one hydrochloride). Reaction SMILES: [S:1]1[CH:5]=[CH:4][C:3]2[C:6]([N:10]3[CH2:15][CH2:14][N:13]([CH2:16][CH2:17][CH2:18][O:19][C:20]4[CH:29]=[C:28]5[C:23]([CH:24]=[CH:25][N:26]([CH3:31])[C:27]5=[O:30])=[CH:22][CH:21]=4)[CH2:12][CH2:11]3)=[CH:7][CH:8]=[CH:9][C:2]1=2.S1C=CC2C(N3CCN(CCCOC4C=C5C(C=CNC5=O)=CC=4)CC3)=CC=CC1=2.CI.C(O)C.[ClH:67]>C(OCC)(=O)C>[ClH:67].[S:1]1[CH:5]=[CH:4][C:3]2[C:6]([N:10]3[CH2:15][CH2:14][N:13]([CH2:16][CH2:17][CH2:18][O:19][C:20]4[CH:29]=[C:28]5[C:23]([CH:24]=[CH:25][N:26]([CH3:31])[C:27]5=[O:30])=[CH:22][CH:21]=4)[CH2:12][CH2:11]3)=[CH:7][CH:8]=[CH:9][C:2]1=2 |f:3.4,6.7|. Reported procedure: By a similar method as in Example 18, 7-[3-(4-benzo[b]thiophen-4-yl-piperazin-1-yl)propoxy]-2-methyl-2H-isoquinolin-1-one was prepared from 7-[3-(4-benzo[b]thiophen-4-yl-piperazin-1-yl)propoxy]-2H-isoquinolin-1-one using methyl iodide, and after it was made into an ethyl acetate solution, 1N hydrochloric acid ethanol solution was added thereto, precipitated crystals were separated by filtration, recrystallized from ethyl acetate and thereby 7-[3-(4-benzo[b]thiophen-4-yl-piperazin-1-yl)propoxy]-2... Starting materials: C1(CCCCCC1)=NO (cycloheptanone oxime), ClC1=C(C=CC=C1)C=1CCN(CC1)CCCC(=O)OCC (ethyl 4-(4-(2-chlorophenyl)-1,2,3,6-tetrahydropyridin-1-yl)-n-butyrate). The product is ClC1=C(C=CC=C1)C=1CCN(CC1)CCCC1=C2C(=NO1)CCCCC2 (3-(3-(4-(2-chlorophenyl)-1 ,2,3,6-tetrahydropyridin-1-yl)propyl)-5,6,7,8-tetrahydro-4H-cyclohepta[c]isoxazole). As a reaction SMILES: [C:1]1(=[N:8][OH:9])[CH2:7][CH2:6][CH2:5][CH2:4][CH2:3][CH2:2]1.[Cl:10][C:11]1[CH:16]=[CH:15][CH:14]=[CH:13][C:12]=1[C:17]1[CH2:18][CH2:19][N:20]([CH2:23][CH2:24][CH2:25][C:26](OCC)=O)[CH2:21][CH:22]=1>>[Cl:10][C:11]1[CH:16]=[CH:15][CH:14]=[CH:13][C:12]=1[C:17]1[CH2:22][CH2:21][N:20]([CH2:23][CH2:24][CH2:25][C:26]2[O:9][N:8]=[C:1]3[CH2:7][CH2:6][CH2:5][CH2:4][CH2:3][C:2]=23)[CH2:19][CH:18]=1. Reported procedure: By the same reaction and treatment as in Example 48 using cycloheptanone oxime and ethyl 4-(4-(2-chlorophenyl)-1,2,3,6-tetrahydropyridin-1-yl)-n-butyrate, 3-(3-(4-(2-chlorophenyl)-1 ,2,3,6-tetrahydropyridin-1-yl)propyl)-5,6,7,8-tetrahydro-4H-cyclohepta[c]isoxazole is obtained. Reactants: intermediate B, C(C1=CC=CC=C1)Br (benzyl bromide), ClC1=NC=C(C=C1)[N+](=O)[O-] (2-chloro-5-nitropyridine), C1(NCCC12CCNCC2)=O (2,8-diazaspiro[4,5]decan-1-one). The product is NC=1C=CC(=NC1)N1CCC2(CCN(C2=O)CC2=CC=CC=C2)CC1 (8-(5-aminopyridin-2-yl)-2-benzyl-2,8-diazaspiro[4,5]decan-1-one). Reaction SMILES: Cl[C:2]1[CH:7]=[CH:6][C:5]([N+:8]([O-])=O)=[CH:4][N:3]=1.[C:11]1(=[O:21])[C:15]2([CH2:20][CH2:19][NH:18][CH2:17][CH2:16]2)[CH2:14][CH2:13][NH:12]1.[CH2:22](Br)[C:23]1[CH:28]=[CH:27][CH:26]=[CH:25][CH:24]=1>>[NH2:8][C:5]1[CH:6]=[CH:7][C:2]([N:18]2[CH2:19][CH2:20][C:15]3([C:11](=[O:21])[N:12]([CH2:22][C:23]4[CH:28]=[CH:27][CH:26]=[CH:25][CH:24]=4)[CH2:13][CH2:14]3)[CH2:16][CH2:17]2)=[N:3][CH:4]=1. Procedure details: Intermediate B-17 was prepared by the general procedure for intermediate B-15, by using 2-chloro-5-nitropyridine, 2,8-diazaspiro[4,5]decan-1-one, and benzyl bromide as starting materials. MS (M+1): 337.3 Reaction SMILES: [BH4-:41].[CH2:35]1[CH2:36][CH2:37][NH:38][CH2:39][CH2:40]1.[CH3:43][CH2:44][OH:45].[N+:1](=[O:2])([O-:3])[c:4]1[c:5]([CH2:16][N:17]2[CH2:18][CH2:19][CH2:20][CH2:21][CH2:22]2)[cH:6][c:7]([O:8][CH2:9][CH2:10][CH2:11][C:12]#[N:13])[cH:14][cH:15]1.[Na+:42].[OH:23][c:24]1[cH:25][cH:26][c:27]([N+:28]([O-:29])=[O:30])[c:31]([CH:33]=[O:34])[cH:32]1>>[N+:1](=[O:2])([O-:3])[c:4]1[c:5]([CH2:16][N:17]2[CH2:18][CH2:19][CH2:20][CH2:21][CH2:22]2)[cH:6][c:7]([OH:8])[cH:14][cH:15]1. Starting materials: [BH4-], C1CCNCC1, CCO, N#CCCCOc1ccc([N+](=O)[O-])c(CN2CCCCC2)c1, [Na+], O=Cc1cc(O)ccc1[N+](=O)[O-]. Yields the product O=[N+]([O-])c1ccc(O)cc1CN1CCCCC1. Starting materials: COC(=O)C1CN(C1)C(C)C1=NC2=CC=C(C=C2C=C1)OC1CCC(CC1)C(C)(C)C (1-{1-[6-(4-tert-Butyl-cyclohexyloxy)-quinolin-2-yl]-ethyl}-azetidine-3-carboxylic acid methyl ester), [OH-].[Li+] (Lithium hydroxide), O1CCCC1 (Tetrahydrofuran), O (Water). Product: C(C)(C)(C)[C@@H]1CC[C@H](CC1)OC=1C=C2C=CC(=NC2=CC1)C(C)N1CC(C1)C(=O)O (1-(1-(6-((trans)-4-tert-butylcyclohexyloxy)quinolin-2-yl)ethyl)azetidine-3-carboxylic acid). As a reaction SMILES: C[O:2][C:3]([CH:5]1[CH2:8][N:7]([CH:9]([C:11]2[CH:20]=[CH:19][C:18]3[C:13](=[CH:14][CH:15]=[C:16]([O:21][CH:22]4[CH2:27][CH2:26][CH:25]([C:28]([CH3:31])([CH3:30])[CH3:29])[CH2:24][CH2:23]4)[CH:17]=3)[N:12]=2)[CH3:10])[CH2:6]1)=[O:4].[OH-].[Li+].O1CCCC1.O>>[C:28]([C@H:25]1[CH2:24][CH2:23][C@H:22]([O:21][C:16]2[CH:17]=[C:18]3[C:13](=[CH:14][CH:15]=2)[N:12]=[C:11]([CH:9]([N:7]2[CH2:6][CH:5]([C:3]([OH:4])=[O:2])[CH2:8]2)[CH3:10])[CH:20]=[CH:19]3)[CH2:27][CH2:26]1)([CH3:29])([CH3:30])[CH3:31] |f:1.2|. Procedure: A solution of 1-{1-[6-(4-tert-Butyl-cyclohexyloxy)-quinolin-2-yl]-ethyl}-azetidine-3-carboxylic acid methyl ester (57.2 mg, 0.135 mmol) and Lithium hydroxide (20.9 mg, 0.874 mmol) in Tetrahydrofuran (2 mL, 20 mmol) and Water (0.5 mL, 30 mmol) was stirred at r.t. overnight. LCMS showed a single desired product peak RT 1.60 min M+1 at m/z 413.30, 100%. The solvent was concentrated and neutralized with citric acid and concentrated and Purified on HPLC to give product (26.2 mg, 37%). 1H NMR (300 MHz... Reactants: C(C)(=O)C1=CC(=C(N1)C1=C(C=C(C=C1)Cl)Cl)C#N (5-acetyl-2-(2,4-dichloro-phenyl)-1H-pyrrole-3-carbonitrile), C(C)(C)OC(N(C)C)OC(C)C (N,N-dimethylformamide diisopropyl acetal). Solvent: C1(=CC=CC=C1)C (toluene). Conditions: temperature 70 celsius, time 34 hour. The product is ClC1=C(C=CC(=C1)Cl)C=1NC(=CC1C#N)C(\C=C\N(C)C)=O (2-(2,4-Dichloro-phenyl)-5-((E)-3-dimethylamino-acryloyl)-1H-pyrrole-3-carbonitrile). As a reaction SMILES: [C:1]([C:4]1[NH:8][C:7]([C:9]2[CH:14]=[CH:13][C:12]([Cl:15])=[CH:11][C:10]=2[Cl:16])=[C:6]([C:17]#[N:18])[CH:5]=1)(=[O:3])[CH3:2].C(O[CH:23](OC(C)C)[N:24]([CH3:26])[CH3:25])(C)C>C1(C)C=CC=CC=1>[Cl:16][C:10]1[CH:11]=[C:12]([Cl:15])[CH:13]=[CH:14][C:9]=1[C:7]1[NH:8][C:4]([C:1](=[O:3])/[CH:2]=[CH:23]/[N:24]([CH3:26])[CH3:25])=[CH:5][C:6]=1[C:17]#[N:18]. Procedure: To a suspension of 5-acetyl-2-(2,4-dichloro-phenyl)-1H-pyrrole-3-carbonitrile (6.2 g, 22.21 mmol) in 155 mL of toluene was added N,N-dimethylformamide diisopropyl acetal (18.6 mL; 88.85 mmol). The mixture was allowed to stir for 34 hours at 70° C. Then, a further amount of reagent was added (4.6 mL; 22.21 mmol) and the mixture was heated to 80° C. for additional 18 hours under efficient stirring.